Dataset: the Open Reaction Database (ORD), a public repository of structured organic reaction records. Task: describe an organic reaction: reactants, conditions, products, and yield Starting materials: COc1ccc(-c2nc(CO)cs2)cc1, Cc1ccccc1, O, BrP(Br)Br. Product: COc1ccc(-c2nc(CBr)cs2)cc1. As a reaction SMILES: [CH3:1][O:2][c:3]1[cH:4][cH:5][c:6](-[c:9]2[s:10][cH:11][c:12]([CH2:14][OH:15])[n:13]2)[cH:7][cH:8]1.[CH3:21][c:22]1[cH:23][cH:24][cH:25][cH:26][cH:27]1.[OH2:20].[P:16]([Br:17])([Br:18])[Br:19]>>[CH3:1][O:2][c:3]1[cH:4][cH:5][c:6](-[c:9]2[s:10][cH:11][c:12]([CH2:14][Br:17])[n:13]2)[cH:7][cH:8]1. Product: O=C1C[C@@H](CC1)C=1C=C(OCC(=O)OCC)C=C(C1)C(F)(F)F (Ethyl 2-[3-[(1R)-3-oxocyclopentyl]-5-(trifluoromethyl)phenoxy]acetate). Starting materials: C(C)OC(COC1=CC(=CC(=C1)C(F)(F)F)B1OC(C(O1)(C)C)(C)C)=O ([3-(4,4,5,5-Tetramethyl-[1,3,2]dioxaborolan-2-yl)-5-trifluoromethyl-phenoxy]-acetic acid ethyl ester), C1(C=CCC1)=O (2-cyclopenten-1-one), Rh(R-BINAP)(nbd). The reagents and catalysts are F[B-](F)(F)F (BF4). Procedure details: The title compound was prepared from [3-(4,4,5,5-Tetramethyl-[1,3,2]dioxaborolan-2-yl)-5-trifluoromethyl-phenoxy]-acetic acid ethyl ester and 2-cyclopenten-1-one with Rh(R-BINAP)(nbd)]BF4 as catalyst in a manner similar to the one described for Preparation 6. As a reaction SMILES: [CH2:1]([O:3][C:4](=[O:26])[CH2:5][O:6][C:7]1[CH:12]=[C:11]([C:13]([F:16])([F:15])[F:14])[CH:10]=[C:9](B2OC(C)(C)C(C)(C)O2)[CH:8]=1)[CH3:2].[C:27]1(=[O:32])[CH2:31][CH2:30][CH:29]=[CH:28]1>F[B-](F)(F)F>[O:32]=[C:27]1[CH2:31][CH2:30][C@@H:29]([C:9]2[CH:8]=[C:7]([CH:12]=[C:11]([C:13]([F:14])([F:15])[F:16])[CH:10]=2)[O:6][CH2:5][C:4]([O:3][CH2:1][CH3:2])=[O:26])[CH2:28]1. Reactants: compound, ClC1=NC=NC2=CC=C(C=C12)O (4-chloro-6-hydroxy-quinazoline), FC1=C(C=C(C=C1)C)S(=O)(=O)C (1-fluoro-4-methyl-2-(methylsulfonyl)benzene), NC1=NN(C=C1)C (3-amino-1-methyl-1H-pyrazole). Yields the product CC1=CC(=C(OC=2C=C3C(=NC=NC3=CC2)NC2=NN(C=C2)C)C=C1)S(=O)(=O)C (6-[4-Methyl-2-(methylsulfonyl)phenoxy]-N-(1-methyl-1H-pyrazol-3-yl)quinazolin-4-yl-amine). As a reaction SMILES: F[C:2]1[CH:7]=[CH:6][C:5]([CH3:8])=[CH:4][C:3]=1[S:9]([CH3:12])(=[O:11])=[O:10].[NH2:13][C:14]1[CH:18]=[CH:17][N:16]([CH3:19])[N:15]=1.Cl[C:21]1[C:30]2[C:25](=[CH:26][CH:27]=[C:28]([OH:31])[CH:29]=2)[N:24]=[CH:23][N:22]=1>>[CH3:8][C:5]1[CH:6]=[CH:7][C:2]([O:31][C:28]2[CH:29]=[C:30]3[C:25](=[CH:26][CH:27]=2)[N:24]=[CH:23][N:22]=[C:21]3[NH:13][C:14]2[CH:18]=[CH:17][N:16]([CH3:19])[N:15]=2)=[C:3]([S:9]([CH3:12])(=[O:11])=[O:10])[CH:4]=1. Procedure details: The compound of Example 147 was manufactured by the same method as in Example 95, by a similar method thereto or by a combination of such a method with a conventional method using 1-fluoro-4-methyl-2-(methylsulfonyl)benzene, 3-amino-1-methyl-1H-pyrazole and 4-chloro-6-hydroxy-quinazoline. The reactants are ClC1=CC=C(CSC[C@H]2CCC[C@@H](O2)OC(CBr)C2=C(C=C(C=C2)Cl)Cl)C=C1 (trans-6-(4-chlorobenzylthiomethyl)-2-[2-bromo-1-(2,4-dichlorophenyl)ethoxy]tetrahydropyran), N1C=NC=C1 (imidazole), [I-].[Na+] (sodium iodide). Run in CN(C=O)C (dimethylformamide). Yields the product ClC1=CC=C(CSC[C@H]2CCC[C@@H](O2)OC(CN2C=NC=C2)C2=C(C=C(C=C2)Cl)Cl)C=C1 (1-{Trans-β-[6-(4-chlorobenzylthiomethyl)tetrahydropyran-2-yloxy]-2,4-dichlorophenethyl}imidazole). As a reaction SMILES: [Cl:1][C:2]1[CH:28]=[CH:27][C:5]([CH2:6][S:7][CH2:8][C@@H:9]2[O:14][C@@H:13]([O:15][CH:16]([C:19]3[CH:24]=[CH:23][C:22]([Cl:25])=[CH:21][C:20]=3[Cl:26])[CH2:17]Br)[CH2:12][CH2:11][CH2:10]2)=[CH:4][CH:3]=1.[NH:29]1[CH:33]=[CH:32][N:31]=[CH:30]1.[I-].[Na+]>CN(C)C=O>[Cl:1][C:2]1[CH:28]=[CH:27][C:5]([CH2:6][S:7][CH2:8][C@@H:9]2[O:14][C@@H:13]([O:15][CH:16]([C:19]3[CH:24]=[CH:23][C:22]([Cl:25])=[CH:21][C:20]=3[Cl:26])[CH2:17][N:29]3[CH:33]=[CH:32][N:31]=[CH:30]3)[CH2:12][CH2:11][CH2:10]2)=[CH:4][CH:3]=1 |f:2.3|. Procedure details: 130 mg of the isomer of lesser polarity of trans-6-(4-chlorobenzylthiomethyl)-2-[2-bromo-1-(2,4-dichlorophenyl)ethoxy]tetrahydropyran, 67.5 mg of imidazole and 74 mg of sodium iodide were reacted in dimethylformamide at 130° C. for 9 hours and then treated and the product purified essentially as described in Example 34(b)(i), to give 60 mg of the title compound in the form of a colourless oil. Reported procedure: The title compound was prepared from (RS)-[5-dimethylamino-2-(3-oxo-3-{3-[5-(tetrahydro-pyran-2-yloxymethyl)-[1,2,3]triazol-1-yl]-phenyl}-propionylamino)-4-trifluoromethyl-phenyl]-carbamic acid tert.-butyl ester (Example M17) by treatment with TFA in CH2Cl2 according to the general procedure N. Obtained as an off-white solid (62 mg). Reaction SMILES: C(OC(=O)[NH:7][C:8]1[CH:13]=[C:12]([N:14]([CH3:16])[CH3:15])[C:11]([C:17]([F:20])([F:19])[F:18])=[CH:10][C:9]=1[NH:21][C:22](=[O:45])[CH2:23][C:24](=O)[C:25]1[CH:30]=[CH:29][CH:28]=[C:27]([N:31]2[C:35]([CH2:36][O:37]C3CCCCO3)=[CH:34][N:33]=[N:32]2)[CH:26]=1)(C)(C)C.C(O)(C(F)(F)F)=O>C(Cl)Cl>[CH3:16][N:14]([CH3:15])[C:12]1[C:11]([C:17]([F:18])([F:19])[F:20])=[CH:10][C:9]2[NH:21][C:22](=[O:45])[CH2:23][C:24]([C:25]3[CH:30]=[CH:29][CH:28]=[C:27]([N:31]4[C:35]([CH2:36][OH:37])=[CH:34][N:33]=[N:32]4)[CH:26]=3)=[N:7][C:8]=2[CH:13]=1. Starting materials: C(C)(C)(C)OC(NC1=C(C=C(C(=C1)N(C)C)C(F)(F)F)NC(CC(C1=CC(=CC=C1)N1N=NC=C1COC1OCCCC1)=O)=O)=O ((RS)-[5-dimethylamino-2-(3-oxo-3-{3-[5-(tetrahydro-pyran-2-yloxymethyl)-[1,2,3]triazol-1-yl]-phenyl}-propionylamino)-4-trifluoromethyl-phenyl]-carbamic acid tert.-butyl ester), C(=O)(C(F)(F)F)O (TFA). Yields the product CN(C1=CC2=C(NC(CC(=N2)C2=CC(=CC=C2)N2N=NC=C2CO)=O)C=C1C(F)(F)F)C (7-Dimethylamino-4-[3-(5-hydroxymethyl-[1,2,3]triazol-1-yl)-phenyl]-8-trifluoromethyl-1,3-dihydro-benzo[b][1,4]diazepin-2-one), solid. Run in C(Cl)Cl (CH2Cl2). The reactants are C(C)(C)(C)N1N=CC2=C(C1=O)C(=NN2)C (5-t-butyl-3-methyl-1H-pyrazolo [3,4-d]pyridazin-4(5H)-one), ClC1=CC=C(C(=O)C2=CC=C(CBr)C=C2)C=C1 (4-(4-chlorobenzoyl)benzyl bromide), C([O-])([O-])=O.[K+].[K+] (potassium carbonate). Run in CN(C)C=O (DMF). Reaction conditions: time 15 hour. Yields the product C(C)(C)(C)N1N=CC2=C(C1=O)C(=NN2CC2=CC=C(C=C2)C(C2=CC=C(C=C2)Cl)=O)C (5-Tert-butyl-1-[4-(4-chlorobenzoyl)benzyl]-3-methyl-1H-pyrazolo [3,4-d]pyridazin-4(5H)-one). RXN SMILES: [C:1]([N:5]1[C:10](=[O:11])[C:9]2[C:12]([CH3:15])=[N:13][NH:14][C:8]=2[CH:7]=[N:6]1)([CH3:4])([CH3:3])[CH3:2].[Cl:16][C:17]1[CH:32]=[CH:31][C:20]([C:21]([C:23]2[CH:30]=[CH:29][C:26]([CH2:27]Br)=[CH:25][CH:24]=2)=[O:22])=[CH:19][CH:18]=1.C(=O)([O-])[O-].[K+].[K+]>CN(C=O)C>[C:1]([N:5]1[C:10](=[O:11])[C:9]2[C:12]([CH3:15])=[N:13][N:14]([CH2:27][C:26]3[CH:25]=[CH:24][C:23]([C:21](=[O:22])[C:20]4[CH:31]=[CH:32][C:17]([Cl:16])=[CH:18][CH:19]=4)=[CH:30][CH:29]=3)[C:8]=2[CH:7]=[N:6]1)([CH3:4])([CH3:3])[CH3:2] |f:2.3.4|. Reported procedure: In DMF (10 ml) was dissolved 5-t-butyl-3-methyl-1H-pyrazolo [3,4-d]pyridazin-4(5H)-one (516 mg) followed by addition of 4-(4-chlorobenzoyl)benzyl bromide (1.2 g) and potassium carbonate (525 mg), and the mixture was stirred at room temperature for 15 hours. This reaction mixture was extracted with ethyl acetate-THF and the organic layer was serially washed with water and saturated aqueous NaCl solution, dried over anhydrous magnesium sulfate, and concentrated. The residue was purified by silica ... Reactants: C(=O)(C(F)(F)F)O (TFA), C(#N)C1=CC(=C(C=C1)C=1C=NN(C1O)C1=NC=C(C(=O)O)C=C1)C (6-(4-(4-cyano-2-methylphenyl)-5-hydroxy-1H-pyrazol-1-yl)nicotinic acid), N1(CCCCC1)CCCN (3-(piperidin-1-yl)propan-1-amine). The product is C(#N)C1=CC(=C(C=C1)C=1C=NN(C1O)C1=NC=C(C(=O)NCCCN2CCCCC2)C=C1)C (6-(4-(4-cyano-2-methylphenyl)-5-hydroxy-1H-pyrazol-1-yl)-N-(3-(piperidin-1-yl)propyl)nicotinamide). RXN SMILES: C(O)(C(F)(F)F)=O.[C:8]([C:10]1[CH:15]=[CH:14][C:13]([C:16]2[CH:17]=[N:18][N:19]([C:22]3[CH:30]=[CH:29][C:25]([C:26]([OH:28])=O)=[CH:24][N:23]=3)[C:20]=2[OH:21])=[C:12]([CH3:31])[CH:11]=1)#[N:9].[N:32]1([CH2:38][CH2:39][CH2:40][NH2:41])[CH2:37][CH2:36][CH2:35][CH2:34][CH2:33]1>>[C:8]([C:10]1[CH:15]=[CH:14][C:13]([C:16]2[CH:17]=[N:18][N:19]([C:22]3[CH:30]=[CH:29][C:25]([C:26]([NH:41][CH2:40][CH2:39][CH2:38][N:32]4[CH2:37][CH2:36][CH2:35][CH2:34][CH2:33]4)=[O:28])=[CH:24][N:23]=3)[C:20]=2[OH:21])=[C:12]([CH3:31])[CH:11]=1)#[N:9]. Procedure: The title compound, as a TFA salt, was prepared in a manner similar to Example 74 using 6-(4-(4-cyano-2-methylphenyl)-5-hydroxy-1H-pyrazol-1-yl)nicotinic acid and 3-(piperidin-1-yl)propan-1-amine. 1H NMR (400 MHz, DMSO-d6) δ ppm 1.20-1.47 (m, 1H) 1.52-1.75 (m, 3H) 1.82 (d, J=14.40 Hz, 2H) 1.88-2.02 (m, 2H) 2.44 (s, 3H) 2.78-2.98 (m, 2H) 3.11 (dt, J=10.55, 4.96 Hz, 2H) 3.37 (q, J=6.48 Hz, 2H) 3.46 (d, J=11.87 Hz, 2H) 7.67 (d, J=7.83 Hz, 1H) 7.74 (s, 1H) 7.78 (br. s., 1H) 8.20 (br. s., 1H) 8.42 (d... Reactants: C([O-])([O-])=O.[K+].[K+] (potassium carbonate), SC=1NC2=C(N1)C=CC(=C2)C (2-mercapto-5-methylbenzimidazole), OCC1=CN=C2N1C=CC=C2 (3-hydroxymethylimidazo[1,2-a]pyridine), C(C)(=O)O (acetic acid). Run in Br (hydrobromic acid), O (water). Product: N=1C=C(N2C1C=CC=C2)CSC2=NC1=C(N2)C=CC(=C1)C (2-[(imidazo[1,2-a]pyridin-3-ylmethyl)thio]-5-methyl-1H-benzimidazole). As a reaction SMILES: [SH:1][C:2]1[NH:3][C:4]2[CH:10]=[C:9]([CH3:11])[CH:8]=[CH:7][C:5]=2[N:6]=1.O[CH2:13][C:14]1[N:18]2[CH:19]=[CH:20][CH:21]=[CH:22][C:17]2=[N:16][CH:15]=1.C(O)(=O)C.C(=O)([O-])[O-].[K+].[K+]>Br.O>[N:16]1[CH:15]=[C:14]([CH2:13][S:1][C:2]2[NH:6][C:5]3[CH:7]=[CH:8][C:9]([CH3:11])=[CH:10][C:4]=3[N:3]=2)[N:18]2[CH:19]=[CH:20][CH:21]=[CH:22][C:17]=12 |f:3.4.5|. Reported procedure: A mixture of 903 mg (5.5 mmole) of 2-mercapto-5-methylbenzimidazole and 805 mg (5.4 mmole) of 3-hydroxymethylimidazo[1,2-a]pyridine (prepared as in Example 1) was dissolved in 10 ml of 48% aqueous hydrobromic acid and 10 ml of acetic acid and heated to reflux. After being cooled to room temperature, the mixture was poured into water and made alkaline with potassium carbonate. The oil that separated was extracted into dichloromethane, washed with water, dried over magnesium sulfate, filtered, and... Reactants: CCOC(C)=O, CC(C)(C)[Si](C)(C)OS(=O)(=O)C(F)(F)F, C1CCOC1, CCCc1c(Cc2ccc(-c3ccccc3C#N)cc2)c(=O)n(C2CCC(OCC3(CO)CCC3)CC2)c2ncnn12, Cc1cccc(C)n1. The product is CCCc1c(Cc2ccc(-c3ccccc3C#N)cc2)c(=O)n(C2CCC(OCC3(CO[Si](C)(C)C(C)(C)C)CCC3)CC2)c2ncnn12. Reaction SMILES: [CH3:71][CH2:72][O:73][C:74](=[O:75])[CH3:76].[F:56][C:57]([F:58])([F:59])[S:60]([O:61][Si:62]([CH3:63])([CH3:64])[C:65]([CH3:66])([CH3:67])[CH3:68])(=[O:69])=[O:70].[O:51]1[CH2:52][CH2:53][CH2:54][CH2:55]1.[OH:1][CH2:2][C:3]1([CH2:7][O:8][CH:9]2[CH2:10][CH2:11][CH:12]([n:15]3[c:16]4[n:17]([c:18]([CH2:37][CH2:38][CH3:39])[c:19]([CH2:22][c:23]5[cH:24][cH:25][c:26](-[c:29]6[c:30]([C:35]#[N:36])[cH:31][cH:32][cH:33][cH:34]6)[cH:27][cH:28]5)[c:20]3=[O:21])[n:40][cH:41][n:42]4)[CH2:13][CH2:14]2)[CH2:4][CH2:5][CH2:6]1.[n:43]1[c:44]([CH3:45])[cH:46][cH:47][cH:48][c:49]1[CH3:50]>>[O:1]([CH2:2][C:3]1([CH2:7][O:8][CH:9]2[CH2:10][CH2:11][CH:12]([n:15]3[c:16]4[n:17]([c:18]([CH2:37][CH2:38][CH3:39])[c:19]([CH2:22][c:23]5[cH:24][cH:25][c:26](-[c:29]6[c:30]([C:35]#[N:36])[cH:31][cH:32][cH:33][cH:34]6)[cH:27][cH:28]5)[c:20]3=[O:21])[n:40][cH:41][n:42]4)[CH2:13][CH2:14]2)[CH2:4][CH2:5][CH2:6]1)[Si:62]([CH3:63])([CH3:64])[C:65]([CH3:66])([CH3:67])[CH3:68]. Reactants: BrC=1C(=NC=CC1)C=O (3-bromopyridine-2-carbaldehyde), C(C)(C)N(C(C)C)CC (N,N-diisopropylethylamine), N1(CCNCC1)C(=O)OC(C)(C)C (tert-butyl piperazine-1-carboxylate), solid, C(C)(=O)O[BH-](OC(C)=O)OC(C)=O.[Na+] (sodium triacetoxyborohydride). Solvent: ClCCl (dichloromethane). Run at time 1 hour. Yields the product BrC=1C(=NC=CC1)CN1CCN(CC1)C(=O)OC(C)(C)C (Tert-butyl 4-[(3-bromopyridin-2-yl)methyl]piperazine-1-carboxylate). Yield: 28.6%. RXN SMILES: [Br:1][C:2]1[C:3]([CH:8]=O)=[N:4][CH:5]=[CH:6][CH:7]=1.C(N(CC)C(C)C)(C)C.[N:19]1([C:25]([O:27][C:28]([CH3:31])([CH3:30])[CH3:29])=[O:26])[CH2:24][CH2:23][NH:22][CH2:21][CH2:20]1.C(O[BH-](OC(=O)C)OC(=O)C)(=O)C.[Na+]>ClCCl>[Br:1][C:2]1[C:3]([CH2:8][N:22]2[CH2:21][CH2:20][N:19]([C:25]([O:27][C:28]([CH3:31])([CH3:30])[CH3:29])=[O:26])[CH2:24][CH2:23]2)=[N:4][CH:5]=[CH:6][CH:7]=1 |f:3.4|. Procedure details: To a stirred suspension of 0.10 g (0.54 mmol) of 3-bromopyridine-2-carbaldehyde in 10 mL of dichloromethane was added activated powdered 4 Å molecular sieves, 0.20 mL (1.1 mmol) of N,N-diisopropylethylamine and 0.10 g (0.54 mmol) of tert-butyl piperazine-1-carboxylate. The resulting solution was stirred at ambient temperature for 1 h, then 0.34 g (1.6 mmol) of solid sodium triacetoxyborohydride was added in one portion. The heterogeneous reaction was allowed to stir at ambient temperature overni...